Dataset: the Open Reaction Database (ORD), a public repository of structured organic reaction records. Task: describe an organic reaction: reactants, conditions, products, and yield Starting materials: C(C)(=O)N1CCC(CC1)CC(C1=CC=C(C=C1)F)=O (1-acetyl-4-(4-fluorobenzoylmethyl)piperidine), aqueous solution, CNC (dimethylamine). Conditions: time 3 day. Product: C(C)(=O)N1CCC(CC1)CC(C1=CC=C(C=C1)N(C)C)=O (1-Acetyl-4-(4-dimethylaminobenzoylmethyl)piperidine). Reaction SMILES: [C:1]([N:4]1[CH2:9][CH2:8][CH:7]([CH2:10][C:11](=[O:19])[C:12]2[CH:17]=[CH:16][C:15](F)=[CH:14][CH:13]=2)[CH2:6][CH2:5]1)(=[O:3])[CH3:2].[CH3:20][NH:21][CH3:22]>>[C:1]([N:4]1[CH2:9][CH2:8][CH:7]([CH2:10][C:11](=[O:19])[C:12]2[CH:17]=[CH:16][C:15]([N:21]([CH3:22])[CH3:20])=[CH:14][CH:13]=2)[CH2:6][CH2:5]1)(=[O:3])[CH3:2]. Reported procedure: b 2) A mixture of 1.84 g of 1-acetyl-4-(4-fluorobenzoylmethyl)piperidine and 6 ml of a 50% aqueous solution of dimethylamine was stirred at room temperature for 3 days and the reaction mixture was worked up as in Example 1 to give 1.8 g of colorless crystals melting at 136° C. The reactants are P(=O)([O-])([O-])[O-] (Phosphate), O1C(CCCC1)OC=CCCCO (1-((Tetrahydropyranyl)oxy)-1-penten-5-ol), [H-].[Na+] (NaH), CS(=O)(=O)Cl (CH3SO2Cl). Run in C1CCOC1 (THF). Reaction conditions: temperature 25 celsius, time 30 minute. Product: CS(=O)(=O)OCCCC=COC1OCCCC1 (5-((Methanesulfonyl)oxy)-1-((tetrahydropyranyl)oxy)-1-pentene). Yield: 98.0%. Reaction SMILES: [O:1]1[CH2:6][CH2:5][CH2:4][CH2:3][CH:2]1[O:7][CH:8]=[CH:9][CH2:10][CH2:11][CH2:12][OH:13].[H-].[Na+].[CH3:16][S:17](Cl)(=[O:19])=[O:18].P([O-])([O-])([O-])=O>C1COCC1>[CH3:16][S:17]([O:13][CH2:12][CH2:11][CH2:10][CH:9]=[CH:8][O:7][CH:2]1[CH2:3][CH2:4][CH2:5][CH2:6][O:1]1)(=[O:19])=[O:18] |f:1.2|. Reported procedure: The alcohol 106 (147 mg, 0.791 mmol) was added to a suspension of NaH (60% in oil, 38 mg, 0.95 mmol, 1.2 equiv) in THF (5 mL). The resulting mixture was stirred at 25° C. for 30 min and cooled to 0° C. before CH3SO2Cl was added dropwise. The reaction mixture was stirred 15 min at 0° C. and 15 min at 25° C. Phosphate buffer (100 mL, pH 7) was added and the mixture extracted with CH2Cl2 (2×50 mL). The combined organic phase was dried (Na2SO4) and the solvent was removed under vacuum. Chromatograph... The reactants are CCOC(C)=O, [O-]Cl, COc1ccnc(CSc2nc3cc(C(F)(F)F)ccc3[nH]2)c1, [Na+]. Yields the product COc1ccnc(CS(=O)c2nc3cc(C(F)(F)F)ccc3[nH]2)c1. Reaction SMILES: [CH3:27][CH2:28][O:29][C:30](=[O:31])[CH3:32].[Cl:1][O-:2].[F:4][C:5]([c:6]1[cH:7][c:8]2[c:9]([nH:10][c:11]([S:13][CH2:14][c:15]3[n:16][cH:17][cH:18][c:19]([O:21][CH3:22])[cH:20]3)[n:12]2)[cH:23][cH:24]1)([F:25])[F:26].[Na+:3]>>[O:2]=[S:13]([c:11]1[nH:10][c:9]2[c:8]([cH:7][c:6]([C:5]([F:4])([F:25])[F:26])[cH:24][cH:23]2)[n:12]1)[CH2:14][c:15]1[n:16][cH:17][cH:18][c:19]([O:21][CH3:22])[cH:20]1. The reactants are ( b ), OC1=NC(=NC=C1C(=O)OCC)C1=CC=C(C=C1)C(F)(F)F (ethyl 4-hydroxy-2-(4'-trifluoromethylphenyl)pyrimidine-5-carboxylate), O=P(Cl)(Cl)Cl (POCl3). The product is ClC1=NC(=NC=C1C(=O)OCC)C1=CC=C(C=C1)C(F)(F)F (ethyl 4-chloro-2-(4'-trifluoromethylphenyl)pyrimidine-5-carboxylate). Isolated yield 97.0%. RXN SMILES: O[C:2]1[C:7]([C:8]([O:10][CH2:11][CH3:12])=[O:9])=[CH:6][N:5]=[C:4]([C:13]2[CH:18]=[CH:17][C:16]([C:19]([F:22])([F:21])[F:20])=[CH:15][CH:14]=2)[N:3]=1.O=P(Cl)(Cl)[Cl:25]>>[Cl:25][C:2]1[C:7]([C:8]([O:10][CH2:11][CH3:12])=[O:9])=[CH:6][N:5]=[C:4]([C:13]2[CH:18]=[CH:17][C:16]([C:19]([F:22])([F:21])[F:20])=[CH:15][CH:14]=2)[N:3]=1. Reported procedure: The title compound was prepared by (a) of diethyl ethoxymethylenemalonate (6.3 g, 29 mmol) with 4-trifluoromethylphenylbenzamidine (5.5 g, 29 mmol) to afford 50% of ethyl 4-hydroxy-2-(4'-trifluoromethylphenyl)pyrimidine-5-carboxylate in analogy to Example 15, (b) reaction of ethyl 4-hydroxy-2-(4'-trifluoromethylphenyl)pyrimidine-5-carboxylate (3 g, 9.6 mmol) with POCl3 (49 g, 322 mmol) to afford 97% of ethyl 4-chloro-2-(4'-trifluoromethylphenyl)pyrimidine-5-carboxylate in analogy to Example 7, (... The reactants are ClCCBr, CCCCC, [H-], [Na+], CN(C)C=O, O, c1ccc2[nH]ccc2c1. Product: ClCCn1ccc2ccccc21. As a reaction SMILES: [Br:12][CH2:13][CH2:14][Cl:15].[CH3:17][CH2:18][CH2:19][CH2:20][CH3:21].[H-:2].[Na+:1].[O:22]=[CH:23][N:24]([CH3:25])[CH3:26].[OH2:16].[nH:3]1[cH:4][cH:5][c:6]2[cH:7][cH:8][cH:9][cH:10][c:11]12>>[n:3]1([CH2:13][CH2:14][Cl:15])[cH:4][cH:5][c:6]2[cH:7][cH:8][cH:9][cH:10][c:11]12. Reactants: P(OC(C#N)(CC)CC)([O-])=O (Diethylcyanomethyl phosphonate), [H-].[Na+] (sodium hydride), C(=O)C1=CC(=C(C(=C1)C(C)C)OS(NC(CC1=C(C=C(C=C1C(C)C)C(C)C)C(C)C)=O)(=O)=O)C(C)C ([(2,4,6-triisopropyl-phenyl)-acetyl]-sulfamic acid 4-formyl-2,6-diisopropyl-phenyl ester). Solvent: O1CCCC1 (tetrahydrofuran), O1CCCC1 (tetrahydrofuran). Conditions: temperature -78 celsius, time 15 minute. Product: C(#N)C=CC1=CC(=C(C(=C1)C(C)C)OS(NC(CC1=C(C=C(C=C1C(C)C)C(C)C)C(C)C)=O)(=O)=O)C(C)C ([(2,4,6-Triisopropyl-phenyl)-acetyl]-sulfamic acid 4-(2-cyano-vinyl)-2,6-diisopropyl-phenyl ester). Isolated yield 95.4%. Reaction SMILES: P(=O)([O-])O[C:3]([CH2:8][CH3:9])([CH2:6][CH3:7])[C:4]#N.[H-].[Na+].C(C1C=C(C(C)C)[C:19]([O:25][S:26](=[O:47])(=[O:46])[NH:27][C:28](=[O:45])[CH2:29][C:30]2[C:35](C(C)C)=[CH:34][C:33]([CH:39]([CH3:41])[CH3:40])=[CH:32][C:31]=2[CH:42]([CH3:44])[CH3:43])=C(C(C)C)C=1)=O>O1CCCC1>[C:28]([CH:29]=[CH:4][C:3]1[CH:8]=[C:9]([CH:30]([CH3:31])[CH3:35])[C:19]([O:25][S:26](=[O:47])(=[O:46])[NH:27][C:28](=[O:45])[CH2:29][C:30]2[C:35]([CH:39]([CH3:41])[CH3:40])=[CH:34][C:33]([CH:39]([CH3:41])[CH3:40])=[CH:32][C:31]=2[CH:42]([CH3:44])[CH3:43])=[C:7]([CH:33]([CH3:34])[CH3:32])[CH:6]=1)#[N:27] |f:1.2|. Procedure details: Diethylcyanomethyl phosphonate (1.49 mL, 9.2 mmol) was added dropwise to a suspension of sodium hydride (0.37 g, 9.2 mmol) in 20 mL tetrahydrofuran at 0° C. After 15 minutes, the reaction was cooled to -78° C. and a solution of [(2,4,6-triisopropyl-phenyl)-acetyl]-sulfamic acid 4-formyl-2,6-diisopropyl-phenyl ester (2.32 g, 4.4 mmol) in 75 mL tetrahydrofuran was added dropwise. The reaction was allowed to warm to room temperature overnight and then concentrated in vacuo and partitioned the resid...